The task is: describe an organic reaction: reactants, conditions, products, and yield. This data is from the Open Reaction Database (ORD), a public repository of structured organic reaction records. Reactants: C([C@H]1[C@@H](C(=O)O)CCCC1)(=O)O (cis-(±)-perhydrophthalic acid), CCOCC (ether), C1(=CC=CC=C1)P(=O)(C1=CC=CC=C1)N=[N+]=[N-] (diphenylphosphoryl azide), C(C1=CC=CC=C1)O (benzyl alcohol). Run in O (water), C1CCOC1 (THF), C(C)N(CC)CC (triethyl amine), C1CCOC1 (THF). Conditions: temperature 30 celsius, time 8 hour. Product: C(C1=CC=CC=C1)OC(=O)N[C@@H]1[C@@H](CCCC1)C(=O)O (Cis-(±)-2-benzyloxycarbonylaminocyclohexanecarboxylic acid). Reaction SMILES: C(O)(=O)[C@@H:2]1[CH2:10][CH2:9][CH2:8][CH2:7][C@@H:3]1[C:4]([OH:6])=[O:5].C1(P([N:27]=[N+]=[N-])(C2C=CC=CC=2)=O)C=CC=CC=1.[CH2:30]([OH:37])[C:31]1[CH:36]=[CH:35][CH:34]=[CH:33][CH:32]=1.CC[O:40][CH2:41]C>O.C1COCC1.C(N(CC)CC)C>[CH2:30]([O:37][C:41]([NH:27][C@H:2]1[CH2:10][CH2:9][CH2:8][CH2:7][C@H:3]1[C:4]([OH:6])=[O:5])=[O:40])[C:31]1[CH:36]=[CH:35][CH:34]=[CH:33][CH:32]=1. Reported procedure: A solution was prepared by dissolving 18.6 g. of cis-(±)-perhydrophthalic acid, 2,4-cyclolactone in 235 ml. of THF. 12.1 g. of triethyl amine were added thereto. Next, a solution of 31.6 g. of diphenylphosphoryl azide in 50 ml. of THF was added in dropwise fashion at room temperature. The reaction mixture was warmed at about 30° C. for 20 min. and then at reflux temperature for about 3 hrs. The reaction mixture was then cooled to room temperature and stirred at that temperature overnight. 12.4 m... The reactants are Cn1ncc2[nH]ccc2c1=O, O=C(c1ccc(F)cc1)c1ccc(CBr)cc1, CN(C)C=O, O. The product is Cn1ncc2c(ccn2Cc2ccc(C(=O)c3ccc(F)cc3)cc2)c1=O. RXN SMILES: [CH3:1][n:2]1[n:3][cH:4][c:5]2[c:6]([c:7]1=[O:8])[cH:9][cH:10][nH:11]2.[F:12][c:13]1[cH:14][cH:15][c:16]([C:17](=[O:18])[c:19]2[cH:20][cH:21][c:22]([CH2:23][Br:24])[cH:25][cH:26]2)[cH:27][cH:28]1.[O:30]=[CH:31][N:32]([CH3:33])[CH3:34].[OH2:29]>>[CH3:1][n:2]1[n:3][cH:4][c:5]2[c:6]([c:7]1=[O:8])[cH:9][cH:10][n:11]2[CH2:23][c:22]1[cH:21][cH:20][c:19]([C:17]([c:16]2[cH:15][cH:14][c:13]([F:12])[cH:28][cH:27]2)=[O:18])[cH:26][cH:25]1. The reactants are ClC(=O)OC1=CC=CC=C1 (Phenyl chloroformate), O (water), [H-].[Na+] (Sodium hydride), NC1=C(C=NN1C1=C(C(=C(C=C1)Cl)Cl)Cl)C#N (5-amino-4-cyano-1-(2,3,4-trichlorophenyl)pyrazole). The solvent is CN(C=O)C (dimethylformamide), C(C)O (ethanol). Reaction conditions: temperature 10 celsius. Yields the product C(#N)C=1C=NN(C1N(C(=O)OC1=CC=CC=C1)C(=O)OC1=CC=CC=C1)C1=C(C(=C(C=C1)Cl)Cl)Cl (4-cyano-5-di(phenoxycarbonyl)amino-1-(2,3,4-trichlorophenyl)pyrazole). RXN SMILES: [H-].[Na+].[NH2:3][C:4]1[N:8]([C:9]2[CH:14]=[CH:13][C:12]([Cl:15])=[C:11]([Cl:16])[C:10]=2[Cl:17])[N:7]=[CH:6][C:5]=1[C:18]#[N:19].Cl[C:21]([O:23][C:24]1[CH:29]=[CH:28][CH:27]=[CH:26][CH:25]=1)=[O:22].[OH2:30]>CN(C)C=O.C(O)C>[C:18]([C:5]1[CH:6]=[N:7][N:8]([C:9]2[CH:14]=[CH:13][C:12]([Cl:15])=[C:11]([Cl:16])[C:10]=2[Cl:17])[C:4]=1[N:3]([C:21]([O:23][C:24]1[CH:29]=[CH:28][CH:27]=[CH:26][CH:25]=1)=[O:30])[C:21]([O:23][C:24]1[CH:29]=[CH:28][CH:27]=[CH:26][CH:25]=1)=[O:22])#[N:19] |f:0.1|. Procedure: Sodium hydride (0.5 g) was added to a solution of 5-amino-4-cyano-1-(2,3,4-trichlorophenyl)pyrazole (5.8 g) in dimethylformamide (20 ml). After the initial exothermic reaction had subsided, the solution was heated on a steam-bath for 5 minutes and then cooled to 10° C. Phenyl chloroformate (2.8 ml) was then added slowly in small portions with occasional cooling with water to keep the temperature below 50° C. The mixture was then heated on a steam-bath for 10 minutes, cooled and evaporated to dry... Yield: 63.2%. RXN SMILES: Br[CH2:2][C:3]([C:5]1[CH:10]=[CH:9][C:8]([OH:11])=[CH:7][CH:6]=1)=O.[Br:12][C:13]1[C:14]([NH2:19])=[N:15][CH:16]=[CH:17][CH:18]=1>C(#N)C>[Br:12][C:13]1[C:14]2[N:15]([CH:2]=[C:3]([C:5]3[CH:10]=[CH:9][C:8]([OH:11])=[CH:7][CH:6]=3)[N:19]=2)[CH:16]=[CH:17][CH:18]=1. The reactants are BrCC(=O)C1=CC=C(C=C1)O (2-bromo-4′-hydroxyacetophenone), BrC=1C(=NC=CC1)N (3-bromo-2-aminopyridine). Product: BrC=1C=2N(C=CC1)C=C(N2)C2=CC=C(C=C2)O (8-bromo-2-(4′-hydroxyphenyl)imidazo[1,2-a]pyridine). Procedure: 432 mg (corresponding to 2.01 mmol) of 2-bromo-4′-hydroxyacetophenone and 348 mg (corresponding to 2.01 mmol) of 3-bromo-2-aminopyridine were dissolved in 20 mL of acetonitrile. The resulting solution was refluxed in an oil bath at 110° C. for 6 hours. After the completion of the reaction, the reaction solution was cooled down to room temperature, and precipitates were filtered and recovered. The precipitates were washed with acetonitrile and dried under reduced pressure. The resulting crude cry... Reaction conditions: temperature 110 celsius. The solvent is C(C)#N (acetonitrile). Reactants: C(c1ccc(cc1F)OC(F)F)=O, CC1=CN=C(C=C1)N, [C-]#[N+]C1CCCCC1. The reagents and catalysts are O=C(O)C(F)(F)F (trifluoroacetic acid). Run in CC(C)O (isopropyl alcohol), CC(C)O (isopropylalcohol). Run at temperature 22 celsius, time 20 hour. The product is Cc1ccc2nc(c3ccc(cc3F)OC(F)F)c(NC3CCCCC3)n2c1. Yield: 81.4%. Reaction SMILES: CC1=CC=C(N)N=C1.[C-]#[N+]C1CCCCC1.FC(F)OC1=CC=C(C=O)C(F)=C1>>CC1=CN2C(C=C1)=NC(=C2NC1CCCCC1)C1=CC=C(OC(F)F)C=C1F. Starting materials: FC(C(O)C1=NC(=CC=C1)OC1=CC=CC=C1)(F)F (α-trifluoromethyl-6-phenoxy-2-pyridinemethanol), C1(=CC=CC=C1)[C@@H](C)N=C=O ((R)-(+)-1-phenylethyl isocyanate). The reagents and catalysts are CN(C1=CC=NC=C1)C (4-dimethylaminopyridine). Run in C1=CC=CC=C1 (benzene), CCOCC (ether). The product is O(C1=CC=CC=C1)C1=CC=CC(=N1)C(C(F)(F)F)OC(NC(C)C1=CC=CC=C1)=O ([1-(6-phenoxy-2-pyridinyl)-2,2,2-trifluoroethyl]-1-phenylethylcarbamate). RXN SMILES: [F:1][C:2]([F:19])([F:18])[CH:3]([C:5]1[CH:10]=[CH:9][CH:8]=[C:7]([O:11][C:12]2[CH:17]=[CH:16][CH:15]=[CH:14][CH:13]=2)[N:6]=1)[OH:4].[C:20]1([C@H:26]([N:28]=[C:29]=[O:30])[CH3:27])[CH:25]=[CH:24][CH:23]=[CH:22][CH:21]=1>CN(C)C1C=CN=CC=1.C1C=CC=CC=1.CCOCC>[O:11]([C:7]1[N:6]=[C:5]([CH:3]([O:4][C:29](=[O:30])[NH:28][CH:26]([C:20]2[CH:25]=[CH:24][CH:23]=[CH:22][CH:21]=2)[CH3:27])[C:2]([F:1])([F:18])[F:19])[CH:10]=[CH:9][CH:8]=1)[C:12]1[CH:13]=[CH:14][CH:15]=[CH:16][CH:17]=1. Reported procedure: A stirred solution of 2.40 g (8.91 mmol) of α-trifluoromethyl-6-phenoxy-2-pyridinemethanol, 1.38 g (9.36 mmol) of (R)-(+)-1-phenylethyl isocyanate, and 22 mg (0.18 mmol) of 4-dimethylaminopyridine in 9 ml of benzene under a nitrogen atmosphere was heated at 50° C. for 17 hours. The reaction mixture was then diluted with 150 ml of ether and washed with 25 ml of 1N aqueous HCl, 25 ml of saturated aqueous NaHCO3, and 25 ml of saturated aqueous NaCl. The organic layer was dried (MgSO4) and concentra... Starting materials: C(C)(C)OC(C)C (isopropyl ether), N1(CCCCCC1)CC(C)N1C2=CC=CC=C2SC=2C=CC(=CC12)C(NCCC)=S (10-[(2RS)-1-(perhydro-1-azepinyl)-2-propyl]-N-propyl-2-phenothiazinecarbothioamide). The solvent is C(C)(=O)O (acetic acid), C(C)(=O)O (acetic acid). Conditions: temperature 20 celsius, time 45 minute. Yields the product N1(CCCCCC1)CC(C)N1C2=CC=CC=C2SC=2C=CC(=CC12)C(=O)NCCC (10-[(2RS)-1-(perhydro-1-azepinyl)-2-propyl]-N-propyl-2-phenothiazinecarboxamide). Reaction SMILES: [N:1]1([CH2:8][CH:9]([N:11]2[C:24]3[CH:23]=[C:22]([C:25](=S)[NH:26][CH2:27][CH2:28][CH3:29])[CH:21]=[CH:20][C:19]=3[S:18][C:17]3[C:12]2=[CH:13][CH:14]=[CH:15][CH:16]=3)[CH3:10])[CH2:7][CH2:6][CH2:5][CH2:4][CH2:3][CH2:2]1.C([O:34]C(C)C)(C)C>C(O)(=O)C>[N:1]1([CH2:8][CH:9]([N:11]2[C:24]3[CH:23]=[C:22]([C:25]([NH:26][CH2:27][CH2:28][CH3:29])=[O:34])[CH:21]=[CH:20][C:19]=3[S:18][C:17]3[C:12]2=[CH:13][CH:14]=[CH:15][CH:16]=3)[CH3:10])[CH2:7][CH2:6][CH2:5][CH2:4][CH2:3][CH2:2]1. Procedure details: Mercuric aoetate (I.8I g) dissolved in glacial acetic acid (35 cc) is added in the course of 20 minutes to a solution of 10-[(2RS)-1-(perhydro-1-azepinyl)-2-propyl]-N-propyl-2-phenothiazinecarbothioamide (2.5 g) in acetic acid (25 cc), and the mixture is stirred for 45 minutes at a temperature in the region of 20° C. The black suspension obtained is filtered on sintered glass plugged with celite, and the yellow filtrate is concentrated under reduced pressure (30 mm Hg; 4 kPa) at 40° C. The resid...